Dataset: the Open Reaction Database (ORD), a public repository of structured organic reaction records. Task: describe an organic reaction: reactants, conditions, products, and yield Reactants: COC1=CC=C(C=N1)C=1CCN(C1)C(=O)OCC1=CC=CC=C1 (Benzyl 4-(6-methoxypyridin-3-yl)-2,3-dihydro-1H-pyrrole-1-carboxylate). The solvent is CO (methanol). Conditions: time 8 hour. Yields the product COC1=NC=C(C=C1)C1CNCC1 (2-methoxy-5-(pyrrolidin-3-yl)pyridine). Yield: 102.0%. As a reaction SMILES: [CH3:1][O:2][C:3]1[N:8]=[CH:7][C:6]([C:9]2[CH2:10][CH2:11][N:12](C(OCC3C=CC=CC=3)=O)[CH:13]=2)=[CH:5][CH:4]=1>CO>[CH3:1][O:2][C:3]1[CH:4]=[CH:5][C:6]([CH:9]2[CH2:10][CH2:11][NH:12][CH2:13]2)=[CH:7][N:8]=1. Procedure: Benzyl 4-(6-methoxypyridin-3-yl)-2,3-dihydro-1H-pyrrole-1-carboxylate (100 mg, 0.33 mmol) was dissolved in methanol (10 mL). The solution was purged with nitrogen for 10 minutes and then treated with 5% Pd/C (10 mg). The reaction was stirred under a hydrogen atmosphere overnight. The catalyst was filtered off and the filtrate was concentrated to provide the title compound (60 mg, 95%). 1HNMR (500 MHz, CDCl3) δ 8.03 (m, 1H), 7.50 (m, 1H), 6.66 (m, 1H), 3.86 (s, 3H), 3.22 (m, 2H), 3.01 (m, 2H), 2.... Starting materials: C(C)OC(C(C(=O)O)CCCCC1CCCCC1)=O ((4-cyclohexylbutyl)-malonic acid ethyl ester), C=O (paraformaldehyde), N1CCCCC1 (piperidine). The solvent is N1=CC=CC=C1 (pyridine). Yields the product C(C)OC(C(CCCCC1CCCCC1)=C)=O (6-Cyclohexyl-2-methylenehexanoic acid ethyl ester). RXN SMILES: [CH2:1]([O:3][C:4](=[O:19])[CH:5]([CH2:9][CH2:10][CH2:11][CH2:12][CH:13]1[CH2:18][CH2:17][CH2:16][CH2:15][CH2:14]1)[C:6](O)=O)[CH3:2].C=O.N1CCCCC1>N1C=CC=CC=1>[CH2:1]([O:3][C:4](=[O:19])[C:5](=[CH2:6])[CH2:9][CH2:10][CH2:11][CH2:12][CH:13]1[CH2:14][CH2:15][CH2:16][CH2:17][CH2:18]1)[CH3:2]. Reported procedure: 16.6 g of 6-cyclohexyl-2-methylenehexanoic acid ethyl ester, in the form of a nearly colourless oil, which is purified by chromatography on silica gel (migrating agent: 80:20 petroleum ether/ethyl acetate), are obtained by the procedure described in Example (1b) from 26 g of (4-cyclohexylbutyl)-malonic acid ethyl ester, 3.1 g of paraformaldehyde, 19 ml of pyridine and 1.2 ml of piperidine. Starting materials: Example 1 ( a ), C(Cl)(Cl)Cl.CO (chloroform methanol), CC1=NNC(C2=CC3=C(C=C12)OCCO3)=O (4-methyl-6,7-ethylenedioxy-1(2H)-phthalazinone), BrCCCCl (1-bromo-3-chloro-propane). Run in CN(C=O)C (dimethylformamide). Yields the product CC1=NN(C(C2=CC3=C(C=C12)OCCO3)=O)CCCCl (1-[4-Methyl-6,7-ethylenedioxy-1(2H)-phthalazinone-2-yl]-3-chloro-propane). As a reaction SMILES: [CH3:1][C:2]1[C:11]2[C:6](=[CH:7][C:8]3[O:15][CH2:14][CH2:13][O:12][C:9]=3[CH:10]=2)[C:5](=[O:16])[NH:4][N:3]=1.Br[CH2:18][CH2:19][CH2:20][Cl:21].C(Cl)(Cl)Cl.CO>CN(C)C=O>[CH3:1][C:2]1[C:11]2[C:6](=[CH:7][C:8]3[O:15][CH2:14][CH2:13][O:12][C:9]=3[CH:10]=2)[C:5](=[O:16])[N:4]([CH2:18][CH2:19][CH2:20][Cl:21])[N:3]=1 |f:2.3|. Procedure: 1-[4-Methyl-6,7-ethylenedioxy-1(2H)-phthalazinone-2-yl]-3-chloro-propane was prepared analogous to Example 1 (a) by reaction of 4-methyl-6,7-ethylenedioxy-1(2H)-phthalazinone with 1-bromo-3-chloro-propane in dimethylformamide. Rf -value (chloroform/methanol = 19/1) : 0.9. The reactants are C(=O)=O (dry ice), Cl (hydrochloric acid), BrC1=CC=C2C=CN=C(C2=C1)N(C)CCCC (7-bromo-N-butyl-N-methylisoquinolin-1-amine), C(C)(CC)[Li] (sec-butyllithium), solution. Solvent: C(C)OCC (diethyl ether), cyclohexanes. Reaction conditions: temperature -60 celsius, time 20 minute. Product: C(CCC)N(C1=NC=CC2=CC=C(C=C12)C(=O)O)C (1-[butyl(methyl)amino]isoquinoline-7-carboxylic acid). RXN SMILES: Br[C:2]1[CH:11]=[C:10]2[C:5]([CH:6]=[CH:7][N:8]=[C:9]2[N:12]([CH2:14][CH2:15][CH2:16][CH3:17])[CH3:13])=[CH:4][CH:3]=1.C([Li])(CC)C.[C:23](=[O:25])=[O:24].Cl>C(OCC)C>[CH2:14]([N:12]([CH3:13])[C:9]1[C:10]2[C:5](=[CH:4][CH:3]=[C:2]([C:23]([OH:25])=[O:24])[CH:11]=2)[CH:6]=[CH:7][N:8]=1)[CH2:15][CH2:16][CH3:17]. Procedure: To a −60° C. solution of 7-bromo-N-butyl-N-methylisoquinolin-1-amine (230 mg, 0.78 mmol) in diethyl ether was added sec-butyllithium (1.00 mL of a 1.3 M solution in cyclohexanes, 1.30 mmol). The solution was stirred at −60° C. for 20 min then excess dry ice (CO2) was added and the reaction mixture was allowed to warm to room temperature. The reaction mixture was then acidified with 1 N hydrochloric acid and extracted with ethyl acetate. The aqueous phase was concentrated under reduced pressure t...